Dataset: the Open Reaction Database (ORD), a public repository of structured organic reaction records. Task: describe an organic reaction: reactants, conditions, products, and yield Starting materials: C(C)(=O)C1=C(C(=NN1)OS(=O)(=O)C1=CC=C(C=C1)C)C1CCCC1 (Toluene-4-sulfonic acid 5-acetyl-4-cyclopentyl-1H-pyrazol-3-yl ester), FC1=C(C(=O)NN)C=CC=C1 (2-fluorobenzhydrazide), C1=CC=C(C=C1)C2=CC=CC=C2.C1=CC=C(C=C1)OC2=CC=CC=C2 (Dowtherm A). The solvent is C=1(C(=CC=CC1)C)C (xylene). Run at temperature 180 celsius. Product: C1(CCCC1)C=1C(=NN2C(=NN=C(C21)C)C2=C(C=CC=C2)F)OS(=O)(=O)C2=CC=C(C=C2)C (Toluene-4-sulfonic acid 3-cyclopentyl-7-(2-fluorophenyl)-4-methylpyrazolo[1,5-d][1,2,4]triazin-2-yl ester), solid. As a reaction SMILES: [C:1]([C:4]1[NH:8][N:7]=[C:6]([O:9][S:10]([C:13]2[CH:18]=[CH:17][C:16]([CH3:19])=[CH:15][CH:14]=2)(=[O:12])=[O:11])[C:5]=1[CH:20]1[CH2:24][CH2:23][CH2:22][CH2:21]1)(=O)[CH3:2].[F:25][C:26]1[CH:35]=[CH:34][CH:33]=[CH:32][C:27]=1[C:28]([NH:30][NH2:31])=O.C1C=CC(C2C=CC=CC=2)=CC=1.C1C=CC(OC2C=CC=CC=2)=CC=1>C1(C)C(C)=CC=CC=1>[CH:20]1([C:5]2[C:6]([O:9][S:10]([C:13]3[CH:18]=[CH:17][C:16]([CH3:19])=[CH:15][CH:14]=3)(=[O:12])=[O:11])=[N:7][N:8]3[C:4]=2[C:1]([CH3:2])=[N:31][N:30]=[C:28]3[C:27]2[CH:32]=[CH:33][CH:34]=[CH:35][C:26]=2[F:25])[CH2:24][CH2:23][CH2:22][CH2:21]1 |f:2.3|. Procedure details: Toluene-4-sulfonic acid 5-acetyl-4-cyclopentyl-1H-pyrazol-3-yl ester (0.65 g, 1.87 mmol) and 2-fluorobenzhydrazide (0.317 g, 1.1 molar eq) were stirred together in xylene (20 ml) at reflux for 2 h. The solvent was reduced to ˜5 ml and Dowtherm A (20 ml) was added and the reaction mixture was heated at 180° C. for 3 h. The mixture was cooled and poured directly onto a column of silica gel, and the Dowtherm was eluted off with dichloromethane before eluting the product off with 3-5% ethyl acetate ...